From a dataset of the Open Reaction Database (ORD), a public repository of structured organic reaction records. describe an organic reaction: reactants, conditions, products, and yield The reactants are C1(=CC=CC=C1)N1C(NC(=C1C1=CC=CC=C1)C1=CC=CC=C1)=O (1,4,5-Triphenylimidazole-2-one), BrCCC(=O)OCC (ethyl 3-bromo-propionate), C([O-])([O-])=O (carbonate). The solvent is CC(CC)=O (butanone). The product is C1(=CC=CC=C1)N1C(N(C(=C1C1=CC=CC=C1)C1=CC=CC=C1)CCC(=O)OCC)=O (Ethyl 3-(3,4,5-triphenyl-2-oxo-2,3-dihydroimidazol-1-yl)propionate). Reaction SMILES: [C:1]1([N:7]2[C:11]([C:12]3[CH:17]=[CH:16][CH:15]=[CH:14][CH:13]=3)=[C:10]([C:18]3[CH:23]=[CH:22][CH:21]=[CH:20][CH:19]=3)[NH:9][C:8]2=[O:24])[CH:6]=[CH:5][CH:4]=[CH:3][CH:2]=1.Br[CH2:26][CH2:27][C:28]([O:30][CH2:31][CH3:32])=[O:29].C(=O)([O-])[O-]>CC(=O)CC>[C:1]1([N:7]2[C:11]([C:12]3[CH:17]=[CH:16][CH:15]=[CH:14][CH:13]=3)=[C:10]([C:18]3[CH:23]=[CH:22][CH:21]=[CH:20][CH:19]=3)[N:9]([CH2:26][CH2:27][C:28]([O:30][CH2:31][CH3:32])=[O:29])[C:8]2=[O:24])[CH:6]=[CH:5][CH:4]=[CH:3][CH:2]=1. Procedure: 1,4,5-Triphenylimidazole-2-one was treated with ethyl 3-bromo-propionate and potassinm carbonate in butanone to give after work-up the title compound. m.p. 111°-112 ° C. Found: C. 76.0;H, 5.9;N, 6.7%;C26H24N2O3 requires:C, 75.7;H, 5.9;N, 6.8% Yields the product CCOC(=O)CCSCc1csc(NC(=O)c2cc(OC(C)C)cc(OC(C)C)c2)n1. Starting materials: CCOC(=O)CCSCc1csc(N)n1, CC(C)Oc1cc(OC(C)C)cc(C(=O)O)c1. Reaction SMILES: [CH2:18]([CH3:19])[O:20][C:21]([CH2:22][CH2:23][S:24][CH2:25][c:26]1[n:27][c:28]([NH2:31])[s:29][cH:30]1)=[O:32].[CH:1]([CH3:2])([CH3:3])[O:4][c:5]1[cH:6][c:7]([C:8](=[O:9])[OH:10])[cH:11][c:12]([O:14][CH:15]([CH3:16])[CH3:17])[cH:13]1>>[CH:1]([CH3:2])([CH3:3])[O:4][c:5]1[cH:6][c:7]([C:8](=[O:10])[NH:31][c:28]2[n:27][c:26]([CH2:25][S:24][CH2:23][CH2:22][C:21]([O:20][CH2:18][CH3:19])=[O:32])[cH:30][s:29]2)[cH:11][c:12]([O:14][CH:15]([CH3:16])[CH3:17])[cH:13]1. The reactants are C(CCC)N=C=O (n-butyl isocyanate), NC=1C=CC(=C(C1)C(=O)C1=C(C=C(C=C1)NC1=C(C=C(C=C1)F)F)Cl)C ((5-Amino-2-methyl-phenyl)-[2-chloro-4-(2,4-difluoro-phenylamino)-phenyl]-methanone), compound 259. The solvent is O1CCOCC1 (1,4-dioxan). Run at temperature 50 celsius, time 18 hour. Yields the product C(CCC)NC(=O)NC1=CC(=C(C=C1)C)C(C1=C(C=C(C=C1)NC1=C(C=C(C=C1)F)F)Cl)=O (1-Butyl-3-{3-[2-chloro-4-(2,4-difluoro-phenylamino)-benzoyl]-4-methyl-phenyl}-urea). Reaction SMILES: [NH2:1][C:2]1[CH:3]=[CH:4][C:5]([CH3:26])=[C:6]([C:8]([C:10]2[CH:15]=[CH:14][C:13]([NH:16][C:17]3[CH:22]=[CH:21][C:20]([F:23])=[CH:19][C:18]=3[F:24])=[CH:12][C:11]=2[Cl:25])=[O:9])[CH:7]=1.[CH2:27]([N:31]=[C:32]=[O:33])[CH2:28][CH2:29][CH3:30]>O1CCOCC1>[CH2:27]([NH:31][C:32]([NH:1][C:2]1[CH:3]=[CH:4][C:5]([CH3:26])=[C:6]([C:8](=[O:9])[C:10]2[CH:15]=[CH:14][C:13]([NH:16][C:17]3[CH:22]=[CH:21][C:20]([F:23])=[CH:19][C:18]=3[F:24])=[CH:12][C:11]=2[Cl:25])[CH:7]=1)=[O:33])[CH2:28][CH2:29][CH3:30]. Procedure details: Compound 494 (0.03 g, 0.08 mmol) was dissolved in 1,4-dioxan (0.5 mL) and n-butyl isocyanate (0.014 mL, 0.12 mmol) was added. The solution was stirred at 50° C. for 18 h. Work up as described in the preparation of compound 259. The crude product was purified by flash chromatography using a gradient of EtOAc/petroleum ether (40-60) 15:85→60:40 as the eluent. This afforded the title compound as a slightly coloured solid. 13C NMR (CD3OD) δ 198.5, 161.0 (dd), 158.3, 157.9 (dd), 151.1, 141.0, 138.9, ... Reactants: C(C)(=O)O[BH-](OC(C)=O)OC(C)=O.[Na+] (sodium triacetoxyborohydride), CC(C)(C)[Si](O[C@H]([C@H](C=O)C)[C@H](COCC1=CC=C(C=C1)OC)C)(C)C (2,4-dideoxy-3-O-[(1,1-dimethylethyl)dimethylsilyl]-5-O-[(4-methoxyphenyl) methyl]-2,4-dimethyl-L-arabinose), CN (methylamine). The reagents and catalysts are C(C)(=O)O (acetic acid). Solvent: CCOC(=O)C (EtOAc), C1CCOC1 (THF), C1CCOC1 (THF). Conditions: time 20 minute. Yields the product CC(C)(C)[Si](O[C@H]([C@H](CNC)C)[C@H](COCC1=CC=C(C=C1)OC)C)(C)C (1,2,4-trideoxy-3-O-[(1,1-dimethylethyl)dimethylsilyl]-5-O-[(4-methoxyphenyl)methyl]-2,4-dimethyl-1-(methylamino)-L-arabinitol). Yield: 52.8%. As a reaction SMILES: [CH3:1][C:2]([Si:5]([CH3:26])([CH3:25])[O:6][C@@H:7]([C@@H:12]([CH3:24])[CH2:13][O:14][CH2:15][C:16]1[CH:21]=[CH:20][C:19]([O:22][CH3:23])=[CH:18][CH:17]=1)[C@@H:8]([CH3:11])[CH:9]=O)([CH3:4])[CH3:3].[CH3:27][NH2:28].C(O[BH-](OC(=O)C)OC(=O)C)(=O)C.[Na+]>C1COCC1.C(O)(=O)C.CCOC(C)=O>[CH3:1][C:2]([Si:5]([CH3:26])([CH3:25])[O:6][C@@H:7]([C@@H:12]([CH3:24])[CH2:13][O:14][CH2:15][C:16]1[CH:21]=[CH:20][C:19]([O:22][CH3:23])=[CH:18][CH:17]=1)[C@@H:8]([CH3:11])[CH2:9][NH:28][CH3:27])([CH3:4])[CH3:3] |f:2.3|. Reported procedure: A solution of 2,4-dideoxy-3-O-[(1,1-dimethylethyl)dimethylsilyl]-5-O-[(4-methoxyphenyl) methyl]-2,4-dimethyl-L-arabinose (2.8 g, 7.37 mmol) in THF (10 mL) is added slowly to a stirred solution of methylamine (14.7 mL, 29.5 mmol) in THF at room temperature. After being stirred at room temperature for 20 min, sodium triacetoxyborohydride (2.3 g, 11.05 mmol), followed by acetic acid (10 drops) are added at room temperature. After being stirred at room temperature overnight, the reaction mixture is ... Starting materials: CCOC(C)=O, CC(C)(C)OC(=O)N1CCC(O)(c2ccc(Cl)nc2)CC1, Cl. Product: OC1(c2ccc(Cl)nc2)CCNCC1. RXN SMILES: [CH3:23][CH2:24][O:25][C:26](=[O:27])[CH3:28].[Cl:2][c:3]1[cH:4][cH:5][c:6]([C:9]2([OH:22])[CH2:10][CH2:11][N:12]([C:15]([O:16][C:17]([CH3:18])([CH3:19])[CH3:20])=[O:21])[CH2:13][CH2:14]2)[cH:7][n:8]1.[ClH:1]>>[Cl:2][c:3]1[cH:4][cH:5][c:6]([C:9]2([OH:22])[CH2:10][CH2:11][NH:12][CH2:13][CH2:14]2)[cH:7][n:8]1.